Dataset: the Open Reaction Database (ORD), a public repository of structured organic reaction records. Task: describe an organic reaction: reactants, conditions, products, and yield Reactants: Cl.CN1CCN(CC1)C1=NC(=NC(=C1)C1=CC=C2CCNCC2=C1)N (4-(4-methylpiperazin-1-yl)-6-(1,2,3,4-tetrahydroisoquinolin-7-yl)pyrimidin-2-amine HCl salt), FC1=CC=C(C=N1)C1=CC=C(C#N)C=C1 (4-(6-fluoropyridin-3-yl)benzonitrile). Product: NC1=NC(=CC(=N1)C1=CC=C2CCN(CC2=C1)C1=CC=C(C=N1)C1=CC=C(C#N)C=C1)N1CCN(CC1)C (4-{6-[7-[2-amino-6-(4-methylpiperazin-1-yl)pyrimidin-4-yl]-3,4-dihydroisoquinolin-2(1H)-yl]pyridin-3-yl}benzonitrile). Reaction SMILES: Cl.[CH3:2][N:3]1[CH2:8][CH2:7][N:6]([C:9]2[CH:14]=[C:13]([C:15]3[CH:24]=[C:23]4[C:18]([CH2:19][CH2:20][NH:21][CH2:22]4)=[CH:17][CH:16]=3)[N:12]=[C:11]([NH2:25])[N:10]=2)[CH2:5][CH2:4]1.F[C:27]1[N:32]=[CH:31][C:30]([C:33]2[CH:40]=[CH:39][C:36]([C:37]#[N:38])=[CH:35][CH:34]=2)=[CH:29][CH:28]=1>>[NH2:25][C:11]1[N:12]=[C:13]([C:15]2[CH:24]=[C:23]3[C:18]([CH2:19][CH2:20][N:21]([C:27]4[N:32]=[CH:31][C:30]([C:33]5[CH:40]=[CH:39][C:36]([C:37]#[N:38])=[CH:35][CH:34]=5)=[CH:29][CH:28]=4)[CH2:22]3)=[CH:17][CH:16]=2)[CH:14]=[C:9]([N:6]2[CH2:5][CH2:4][N:3]([CH3:2])[CH2:8][CH2:7]2)[N:10]=1 |f:0.1|. Procedure: This compound was prepared from 4-(4-methylpiperazin-1-yl)-6-(1,2,3,4-tetrahydroisoquinolin-7-yl)pyrimidin-2-amine HCl salt and 4-(6-fluoropyridin-3-yl)benzonitrile using procedures analogous to those for Example 14. Analytic LCMS (M+H)+: m/z=503.4. Reactants: FC(C1=NC2=C(N1C1=NC(=NC(=N1)N1CCOCC1)N(CCCN(C)C)C1CCN(CC1)S(=O)(=O)C)C=CC=C2OC)F (N1-[4-[2-(difluoromethyl)-4-methoxy-1H-benzimidazol-1-yl]-6-(4-morpholinyl)-1,3,5-triazin-2-yl]-N3,N3-dimethyl-N1-[1-(methylsulfonyl)-4-piperidinyl]-1,3-propanediamine), Cl (HCl). The solvent is CO (MeOH), CO (MeOH). Product: Cl.FC(C1=NC2=C(N1C1=NC(=NC(=N1)N1CCOCC1)N(CCCN(C)C)C1CCN(CC1)S(=O)(=O)C)C=CC=C2OC)F (N1-[4-[2-(difluoromethyl)-4-methoxy-1H-benzimidazol-1-yl]-6-(4-morpholinyl)-1,3,5-triazin-2-yl]-N3,N3-dimethyl-N1-[1-(methylsulfonyl)-4-piperidinyl]-1,3-propanediamine hydrochloride). Reaction SMILES: [F:1][CH:2]([F:43])[C:3]1[N:7]([C:8]2[N:13]=[C:12]([N:14]3[CH2:19][CH2:18][O:17][CH2:16][CH2:15]3)[N:11]=[C:10]([N:20]([CH:27]3[CH2:32][CH2:31][N:30]([S:33]([CH3:36])(=[O:35])=[O:34])[CH2:29][CH2:28]3)[CH2:21][CH2:22][CH2:23][N:24]([CH3:26])[CH3:25])[N:9]=2)[C:6]2[CH:37]=[CH:38][CH:39]=[C:40]([O:41][CH3:42])[C:5]=2[N:4]=1.[ClH:44]>CO>[ClH:44].[F:43][CH:2]([F:1])[C:3]1[N:7]([C:8]2[N:13]=[C:12]([N:14]3[CH2:15][CH2:16][O:17][CH2:18][CH2:19]3)[N:11]=[C:10]([N:20]([CH:27]3[CH2:28][CH2:29][N:30]([S:33]([CH3:36])(=[O:35])=[O:34])[CH2:31][CH2:32]3)[CH2:21][CH2:22][CH2:23][N:24]([CH3:26])[CH3:25])[N:9]=2)[C:6]2[CH:37]=[CH:38][CH:39]=[C:40]([O:41][CH3:42])[C:5]=2[N:4]=1 |f:3.4|. Procedure details: A suspension of N1-[4-[2-(difluoromethyl)-4-methoxy-1H-benzimidazol-1-yl]-6-(4-morpholinyl)-1,3,5-triazin-2-yl]-N3,N3-dimethyl-N1-[1-(methylsulfonyl)-4-piperidinyl]-1,3-propanediamine from the previous step in MeOH (20 mL) was treated with a slight excess of 1.25 M HCl in MeOH (1.1 equiv.) to give a clear solution. The solvent was removed under vacuum and the residue was washed with EtOAc to give N1-[4-[2-(difluoromethyl)-4-methoxy-1H-benzimidazol-1-yl]-6-(4-morpholinyl)-1,3,5-triazin-2-yl]-N3,N... Solvent: ClCCl (dichloromethane). Conditions: time 5 hour. Isolated yield 61.3%. Reported procedure: 5-(2,4-dimethoxy-benzyl)-3-(4-fluoro-phenyl)-7-oxo-4,5,6,7-tetrahydro-thieno[3,2-c]pyridine-6-carboxylic acid methyl ester (0.39 g, 0.86 mmol), example 31-e, was dissolved in 6 mL of anhydrous dichloromethane. To the solution was added 93.7 μL of thionyl chloride, and the reaction mixture was stirred for 5 hours. The solution was filtered on a fine glass frit filter to collect a white solid precipitate. The solid was washed twice with cold dichloromethane and then partitioned between saturated s... Product: COC(=O)C1=C(C2=C(C=N1)C(=CS2)C2=CC=C(C=C2)F)O (3-(4-Fluoro-phenyl)-7-hydroxy-thieno[3,2-c]pyridine-6-carboxylic acid methyl ester). Reactants: COC(=O)C1C(C2=C(CN1CC1=C(C=C(C=C1)OC)OC)C(=CS2)C2=CC=C(C=C2)F)=O (5-(2,4-dimethoxy-benzyl)-3-(4-fluoro-phenyl)-7-oxo-4,5,6,7-tetrahydro-thieno[3,2-c]pyridine-6-carboxylic acid methyl ester), S(=O)(Cl)Cl (thionyl chloride). RXN SMILES: [CH3:1][O:2][C:3]([CH:5]1[N:10](CC2C=CC(OC)=CC=2OC)[CH2:9][C:8]2[C:22]([C:25]3[CH:30]=[CH:29][C:28]([F:31])=[CH:27][CH:26]=3)=[CH:23][S:24][C:7]=2[C:6]1=[O:32])=[O:4].S(Cl)(Cl)=O>ClCCl>[CH3:1][O:2][C:3]([C:5]1[N:10]=[CH:9][C:8]2[C:22]([C:25]3[CH:30]=[CH:29][C:28]([F:31])=[CH:27][CH:26]=3)=[CH:23][S:24][C:7]=2[C:6]=1[OH:32])=[O:4]. The reactants are C(C)(C)C1=C(OCC(=O)NC=2SC3=C(N2)C=CC=C3)C=CC(=C1)C(\C=C\C(=O)N1CCN(CC1)C)=O (2-{2-isopropyl-4-[trans-3-(4-methyl-1-piperazinyl)carbonylacryloyl]phenoxymethylcarbonylamino}benzothiazole), O (water). Run in CN(C=O)C (dimethylformamide). Conditions: time 6.5 hour. The product is C(C)(C)C1=C(OCC(=O)NC=2SC3=C(N2)C=CC=C3)C=CC(=C1)C(\C=C/C(=O)N1CCN(CC1)C)=O (2-{2-isopropyl-4-[cis-3-(4-methyl-1-piperazinyl)carbonylacryloyl]phenoxymethylcarbonylamino}benzothiazole). The yield is 45.0%. As a reaction SMILES: [CH:1]([C:4]1[CH:23]=[C:22]([C:24](=[O:36])/[CH:25]=[CH:26]/[C:27]([N:29]2[CH2:34][CH2:33][N:32]([CH3:35])[CH2:31][CH2:30]2)=[O:28])[CH:21]=[CH:20][C:5]=1[O:6][CH2:7][C:8]([NH:10][C:11]1[S:12][C:13]2[CH:19]=[CH:18][CH:17]=[CH:16][C:14]=2[N:15]=1)=[O:9])([CH3:3])[CH3:2].O>CN(C)C=O>[CH:1]([C:4]1[CH:23]=[C:22]([C:24](=[O:36])/[CH:25]=[CH:26]\[C:27]([N:29]2[CH2:30][CH2:31][N:32]([CH3:35])[CH2:33][CH2:34]2)=[O:28])[CH:21]=[CH:20][C:5]=1[O:6][CH2:7][C:8]([NH:10][C:11]1[S:12][C:13]2[CH:19]=[CH:18][CH:17]=[CH:16][C:14]=2[N:15]=1)=[O:9])([CH3:3])[CH3:2]. Reported procedure: A solution of 2-{2-isopropyl-4-[trans-3-(4-methyl-1-piperazinyl)carbonylacryloyl]phenoxymethylcarbonylamino}benzothiazole (100 mg) in dimethylformamide (10 ml) is allowed to stand for 6.5 hours by a window in order to be exposed to direct sunlight. To the mixture is added water, the precipitated crystals are collected by filtration, and recrystallized from ethanol to give 2-{2-isopropyl-4-[cis-3-(4-methyl-1-piperazinyl)carbonylacryloyl]phenoxymethylcarbonylamino}benzothiazole (45 mg). The reactants are C(C(=O)OCC)(=O)OCC (diethyl oxalate), C(O)C(CC)(CO)CO (trimethylolpropane). Reagents/catalysts: C1(=CC=C(C=C1)S(=O)(=O)O)C (p-toluenesulfonic acid). The product is C(=O)(C(=O)OCC)C(CC(CO)(CO)CO)(C(=O)C(=O)OCC)C(=O)C(=O)OCC (triethoxalyltrimethylolpropane). The yield is 106.2%. RXN SMILES: [C:1]([O:8][CH2:9][CH3:10])(=[O:7])[C:2]([O:4]CC)=O.[CH2:11]([C:13]([CH2:18][OH:19])([CH2:16][OH:17])[CH2:14][CH3:15])[OH:12]>C1(C)C=CC(S(O)(=O)=O)=CC=1>[C:2]([C:15]([C:2]([C:1]([O:8][CH2:9][CH3:10])=[O:7])=[O:4])([C:2]([C:1]([O:8][CH2:9][CH3:10])=[O:7])=[O:4])[CH2:14][C:13]([CH2:18][OH:19])([CH2:16][OH:17])[CH2:11][OH:12])([C:1]([O:8][CH2:9][CH3:10])=[O:7])=[O:4]. Reported procedure: A reaction vessel equipped with a stirrer, a condenser and a decanter was charged with 500 g (3.42 mol) of diethyl oxalate, 31.3 g (0.23 mol) of trimethylolpropane and 1 g (0.0053 mol) of p-toluenesulfonic acid one hydrate, and mixed at 130° C. for 5 hours. After removing 32.3 g of ethanol, it was then cooled and excess amount of diethyl oxalate was evaporated to obtain 106.1 g of crude triethoxalyltrimethylolpropane (yield 85%). Reactants: NC=1C=C(C(=O)C2=CC=CC=C2)C=CC1 (3-aminobenzophenone), BrCC(=O)OCC (ethyl bromoacetate). Product: C(C1=CC=CC=C1)(=O)C=1C=C(C=CC1)NCC(=O)OCC (Ethyl N-(3-benzoylphenyl)-glycinate). Isolated yield 66.0%. RXN SMILES: [NH2:1][C:2]1[CH:3]=[C:4]([CH:13]=[CH:14][CH:15]=1)[C:5]([C:7]1[CH:12]=[CH:11][CH:10]=[CH:9][CH:8]=1)=[O:6].Br[CH2:17][C:18]([O:20][CH2:21][CH3:22])=[O:19]>>[C:5]([C:4]1[CH:3]=[C:2]([NH:1][CH2:17][C:18]([O:20][CH2:21][CH3:22])=[O:19])[CH:15]=[CH:14][CH:13]=1)(=[O:6])[C:7]1[CH:12]=[CH:11][CH:10]=[CH:9][CH:8]=1. Procedure details: 4.5 g Ethyl N-(3-benzoylphenyl)-glycinate, obtained at a 66% yield from 3-aminobenzophenone and ethyl bromoacetate by an analogous procedure to that of Example 1, are heated in the presence of 10 ml dimethyl sulphate and 2 ml water to 100° C. for 11/2 hours. Reactants: CN(C=O)c1ccccc1, CC(=O)[O-], ClCCCl, [Na+], O=P(Cl)(Cl)Cl, CCOC(=O)c1cc2ccccc2[nH]1. Yields the product CCOC(=O)c1[nH]c2ccccc2c1C=O. Reaction SMILES: [CH3:1][N:2]([c:3]1[cH:4][cH:5][cH:6][cH:7][cH:8]1)[CH:9]=[O:10].[CH3:31][C:32](=[O:33])[O-:34].[Cl:35][CH2:36][CH2:37][Cl:38].[Na+:30].[P:11]([Cl:12])([Cl:13])([Cl:14])=[O:15].[nH:16]1[c:17]([C:25](=[O:26])[O:27][CH2:28][CH3:29])[cH:18][c:19]2[cH:20][cH:21][cH:22][cH:23][c:24]12>>[CH:9](=[O:10])[c:18]1[c:17]([C:25](=[O:26])[O:27][CH2:28][CH3:29])[nH:16][c:24]2[c:19]1[cH:20][cH:21][cH:22][cH:23]2. Reactants: CC=1C(=CC=2C(CC=C(C2C1)C)(C)C)NC1=CC=C(C(=O)OCC)C=C1 (ethyl 4-(3,5,8,8-tetramethyl-7,8-dihydronaphthalen-2-ylamino)benzoate), CC=1C(=CC=2C(CC=C(C2C1)C)(C)C)NC1=CC=C(C(=O)OCC)C=C1 (ethyl 4-(3,5,8,8-tetramethyl-7,8-dihydronaphthalen-2-ylamino)benzoate), C1(CC1)C=O (cyclopropane carboxaldehyde). Yields the product C1(CC1)CN(C1=CC=C(C(=O)OCC)C=C1)C1=CC=2C(CC=C(C2C=C1C)C)(C)C (Ethyl 4-[Cyclopropylmethyl(3,5,8,8-tetramethyl-7,8-dihydronaphthalen-2-yl)amino]benzoate). Isolated yield 43.4%. Reaction SMILES: [CH3:1][C:2]1[C:3]([NH:15][C:16]2[CH:26]=[CH:25][C:19]([C:20]([O:22][CH2:23][CH3:24])=[O:21])=[CH:18][CH:17]=2)=[CH:4][C:5]2[C:6]([CH3:14])([CH3:13])[CH2:7][CH:8]=[C:9]([CH3:12])[C:10]=2[CH:11]=1.[CH:27]1([CH:30]=O)[CH2:29][CH2:28]1>>[CH:27]1([CH2:30][N:15]([C:3]2[C:2]([CH3:1])=[CH:11][C:10]3[C:9]([CH3:12])=[CH:8][CH2:7][C:6]([CH3:14])([CH3:13])[C:5]=3[CH:4]=2)[C:16]2[CH:17]=[CH:18][C:19]([C:20]([O:22][CH2:23][CH3:24])=[O:21])=[CH:25][CH:26]=2)[CH2:29][CH2:28]1. Procedure details: Following General Procedure D, ethyl 4-(3,5,8,8-tetramethyl-7,8-dihydronaphthalen-2-ylamino)benzoate (Compound 39, 0.085 g, 0.24 mmol) was reacted with cyclopropane carboxaldehyde (180 μL, 2.4 mmol) to give 0.042 g (43%) of the title compound as a clear oil. Reactants: C(C)(=O)OC=1C(=C2CCC(OC2=C(C1C)C)(C)O)C ((±)-6-acetoxy-2-hydroxy-2,5,7,8-tetramethylchroman), OS(=O)(=O)O (H2SO4), CS(=O)C (dimethylsulfoxide), [C-]#N.[K+] (KCN). The solvent is O (H2O), C(C)OCC (diethylether). Reaction conditions: temperature 15 celsius. Yields the product C(#N)C(C)(CCC1=C(C(=C(C(=C1C)OC(C)=O)C)C)O)O ((±)-2-cyano-4-(5-acetoxy-2-hydroxy-3,4,6-trimethylphenyl)butan-2-ol). RXN SMILES: [C:1]([O:4][C:5]1[C:6]([CH3:19])=[C:7]2[C:12](=[C:13]([CH3:16])[C:14]=1[CH3:15])[O:11][C:10]([OH:18])([CH3:17])[CH2:9][CH2:8]2)(=[O:3])[CH3:2].CS(C)=O.[C-:24]#[N:25].[K+].OS(O)(=O)=O>O.C(OCC)C>[C:24]([C:10]([OH:18])([CH2:9][CH2:8][C:7]1[C:6]([CH3:19])=[C:5]([O:4][C:1](=[O:3])[CH3:2])[C:14]([CH3:15])=[C:13]([CH3:16])[C:12]=1[OH:11])[CH3:17])#[N:25] |f:2.3|. Procedure details: A solution of 26.4 g. (0.1 mol.) of (±)-6-acetoxy-2-hydroxy-2,5,7,8-tetramethylchroman in 200 ml. of dimethylsulfoxide was rapidly stirred as 32.5 g. (0.5 mol.) of granular KCN was added by sifting so that a uniformly dispersed suspension was obtained. The resulting mixture was cooled to 15°C. as 47.0 ml. of 12N aqueous H2SO4 was added over 1.25 hours as the internal temp. was maintained at 20°C. Tlc at this point showed a major, slower-running spot in addition to traces of starting material. Th... Starting materials: N1(N=CC=C1)C1=CC=C(C=N1)C=CCO (3-[6-(1H-Pyrazol-1-yl)-3-pyridinyl]-2-propen-1-ol). Reagents/catalysts: O=[Mn]=O (MnO2). Solvent: CC(=O)C (acetone). The product is N1(N=CC=C1)C1=CC=C(C=N1)C=CC=O (3-[6-(1H-Pyrazol-1-yl)-3-pyridinyl]-2-propenal). Isolated yield 42.6%. As a reaction SMILES: [N:1]1([C:6]2[N:11]=[CH:10][C:9]([CH:12]=[CH:13][CH2:14][OH:15])=[CH:8][CH:7]=2)[CH:5]=[CH:4][CH:3]=[N:2]1>CC(C)=O.O=[Mn]=O>[N:1]1([C:6]2[N:11]=[CH:10][C:9]([CH:12]=[CH:13][CH:14]=[O:15])=[CH:8][CH:7]=2)[CH:5]=[CH:4][CH:3]=[N:2]1. Procedure: A mixture of the compound from step C (185 mg, 0.92 mmol) and MnO2 (1.60 g, 18.40 mmol) in acetone (15 mL) was heated to reflux for 1 h. The cooled reaction mixture was filtered through Celite and the filtrate was concentrated. Purification by chromatography (SiO2, 2:1 hexane/ethyl acetate) yielded 78 mg (43%) of the title compound. MS 200 (M+H)+.